describe an organic reaction: reactants, conditions, products, and yield From a dataset of the Open Reaction Database (ORD), a public repository of structured organic reaction records. Reaction SMILES: [CH:1]1([NH:4][CH2:5][C:6]2[CH:7]=[C:8]([CH:37]=[CH:38][CH:39]=2)[C:9]([NH:11][C:12]2[S:13][C:14]3[CH2:36][CH2:35][CH2:34][CH2:33][C:15]=3[C:16]=2[C:17]([NH:19][C:20]2[CH:25]=[CH:24][C:23]([CH2:26][C:27]3[CH:32]=[CH:31][N:30]=[CH:29][CH:28]=3)=[CH:22][CH:21]=2)=[O:18])=[O:10])[CH2:3][CH2:2]1.Cl[C:41](=[O:50])[CH2:42][CH2:43][CH2:44][C:45]([O:47][CH2:48][CH3:49])=[O:46]>>[CH:1]1([N:4]([CH2:5][C:6]2[CH:39]=[CH:38][CH:37]=[C:8]([C:9](=[O:10])[NH:11][C:12]3[S:13][C:14]4[CH2:36][CH2:35][CH2:34][CH2:33][C:15]=4[C:16]=3[C:17](=[O:18])[NH:19][C:20]3[CH:25]=[CH:24][C:23]([CH2:26][C:27]4[CH:28]=[CH:29][N:30]=[CH:31][CH:32]=4)=[CH:22][CH:21]=3)[CH:7]=2)[C:41](=[O:50])[CH2:42][CH2:43][CH2:44][C:45]([O:47][CH2:48][CH3:49])=[O:46])[CH2:2][CH2:3]1. Procedure details: By using 120 mg of 2-({3-[(cyclopropylamino)methyl]benzoyl}amino)-N-[4-(pyridin-4-ylmethyl)phenyl]-4,5,6,7-tetrahydro-1-benzothiophene-3-carboxamide and 120 mg of ethyl 5-chloro-5-oxopentanoate, the reaction similar to Preparation Example 13 was performed, thereby obtaining 105 mg of ethyl 5-(cyclopropyl {3-[(3-{[4-(pyridin-4-ylmethyl)phenyl]carbamoyl}-4,5,6,7-tetrahydro-1-benzothiophen-2-yl)carbamoyl]benzyl}amino)-5-oxopentanoate. Starting materials: C1(CC1)NCC=1C=C(C(=O)NC=2SC3=C(C2C(=O)NC2=CC=C(C=C2)CC2=CC=NC=C2)CCCC3)C=CC1 (2-({3-[(cyclopropylamino)methyl]benzoyl}amino)-N-[4-(pyridin-4-ylmethyl)phenyl]-4,5,6,7-tetrahydro-1-benzothiophene-3-carboxamide), ClC(CCCC(=O)OCC)=O (ethyl 5-chloro-5-oxopentanoate). The product is C1(CC1)N(C(CCCC(=O)OCC)=O)CC1=CC(=CC=C1)C(NC=1SC2=C(C1C(NC1=CC=C(C=C1)CC1=CC=NC=C1)=O)CCCC2)=O (ethyl 5-(cyclopropyl {3-[(3-{[4-(pyridin-4-ylmethyl)phenyl]carbamoyl}-4,5,6,7-tetrahydro-1-benzothiophen-2-yl)carbamoyl]benzyl}amino)-5-oxopentanoate). Isolated yield 69.2%. RXN SMILES: [NH2:1][C:2]1[CH:20]=[CH:19][C:5]([O:6][C:7]2[CH:12]=[CH:11][C:10]([CH2:13][C:14]([OH:16])=[O:15])=[C:9]([CH3:17])[C:8]=2[CH3:18])=[C:4]([N+:21]([O-:23])=[O:22])[CH:3]=1.[CH3:24][C:25]([CH3:27])=O.CC(C)([O-])C.[K+]>CS(C)=O.O.C(O)(=O)CC(CC(O)=O)(C(O)=O)O>[CH3:17][C:9]1[C:8]([CH3:18])=[C:7]([O:6][C:5]2[C:4]([N+:21]([O-:23])=[O:22])=[C:3]3[C:2](=[CH:20][CH:19]=2)[NH:1][C:25]([CH3:27])=[CH:24]3)[CH:12]=[CH:11][C:10]=1[CH2:13][C:14]([OH:16])=[O:15] |f:2.3|. Reactants: CC(=O)C (acetone), NC1=CC(=C(OC2=C(C(=C(C=C2)CC(=O)O)C)C)C=C1)[N+](=O)[O-] (2-(4-(4-amino-2-nitrophenoxy)-2,3-dimethylphenyl)acetic acid), CC(C)([O-])C.[K+] (potassium tert-butoxide). Reaction conditions: time 1.5 hour. Yields the product CC1=C(C=CC(=C1C)OC=1C(=C2C=C(NC2=CC1)C)[N+](=O)[O-])CC(=O)O (2-(2,3-Dimethyl-4-(2-methyl-4-nitro-1H-indol-5-yloxy)phenyl)acetic acid). Procedure details: Under an N2 atmosphere, 2-(4-(4-amino-2-nitrophenoxy)-2,3-dimethylphenyl)acetic acid (0.723 g, 2.29 mmol) was dissolved in DMSO (18 mL) and acetone (0.503 mL, 6.86 mmol) was added. The reaction was treated with potassium tert-butoxide (0.770 g, 6.86 mmol) and allowed to stir at room temperature for 1.5 h. The reaction was diluted with water and citric acid was added to pH 4. The mixture was extracted with ethyl acetate. The aqueous layer was washed with additional ethyl acetate. The organics wer... Solvent: O (water), C(CC(O)(C(=O)O)CC(=O)O)(=O)O (citric acid), CS(=O)C (DMSO). Procedure details: Semicarbazide hydrochloride (25.0 g, 224 mmol) was dissolved in water (200 mL). NaHCO3 (40.0 g, 476 mmol) was slowly added to the solution over 30 min at RT followed by the addition of trimethylacetyl chloride (30.0 g, 249 mmol). The mixture was stirred at RT for 12 h. Solids were collected by filtration, washed with cold water, and dried in vacuo. A solution of NaOH (20.0 g, 500 mmol) in water (200 mL) was added. The mixture was stirred at 100° C. for 2 h, cooled with an ice-bath, and neutraliz... Yield: 62.0%. Run in O (water), O (water). Conditions: time 12 hour. Product: C(C)(C)(C)C1=NNC(N1)=O (3-(tert-butyl)-1H-1,2,4-triazol-5(4H)-one). Reaction SMILES: Cl.[NH2:2][NH:3][C:4]([NH2:6])=[O:5].C([O-])(O)=O.[Na+].[CH3:12][C:13]([CH3:18])([CH3:17])[C:14](Cl)=O.[OH-].[Na+].Cl>O>[C:13]([C:18]1[NH:6][C:4](=[O:5])[NH:3][N:2]=1)([CH3:17])([CH3:14])[CH3:12] |f:0.1,2.3,5.6|. Starting materials: [OH-].[Na+] (NaOH), Cl.NNC(=O)N (Semicarbazide hydrochloride), C(=O)(O)[O-].[Na+] (NaHCO3), CC(C(=O)Cl)(C)C (trimethylacetyl chloride), Cl (HCl). The reactants are CCC(=O)Cl, CCOc1ccc2c(c1-c1ncnc3c(C(=O)NC4CCNC4)c[nH]c13)OCO2. Yields the product CCOc1ccc2c(c1-c1ncnc3c(C(=O)NC4CCN(C(=O)CC)C4)c[nH]c13)OCO2. As a reaction SMILES: [C:30]([CH2:31][CH3:32])(=[O:33])[Cl:34].[NH:1]1[CH2:2][CH:3]([NH:6][C:7](=[O:8])[c:9]2[cH:10][nH:11][c:12]3[c:13]2[n:14][cH:15][n:16][c:17]3-[c:18]2[c:19]([O:27][CH2:28][CH3:29])[cH:20][cH:21][c:22]3[c:26]2[O:25][CH2:24][O:23]3)[CH2:4][CH2:5]1>>[N:1]1([C:30]([CH2:31][CH3:32])=[O:33])[CH2:2][CH:3]([NH:6][C:7](=[O:8])[c:9]2[cH:10][nH:11][c:12]3[c:13]2[n:14][cH:15][n:16][c:17]3-[c:18]2[c:19]([O:27][CH2:28][CH3:29])[cH:20][cH:21][c:22]3[c:26]2[O:25][CH2:24][O:23]3)[CH2:4][CH2:5]1. Reported procedure: 1,8-Diazabicycloundec-7-ene (0.298 mL, 1.89 mmol) was added to a solution of N-[(4aR,6R,8aS)-8a-(5-cyano-2-fluorophenyl)-6-(1-methyl-1H-pyrazol-4-yl)-4,4a,5,6,8,8a-hexahydropyrano[3,4-d][1,3]thiazin-2-yl]benzamide (C47) (1.11 g, 2.71 mmol) in methanol (100 mL). The resulting solution was heated to 50° C. for 16 hours. The reaction mixture was concentrated under reduced pressure. Purification via silica gel chromatography (Gradient: 0% to 20% methanol in dichloromethane) afforded the product as a... Yields the product NC=1SC[C@H]2[C@@](N1)(CO[C@H](C2)C=2C=NN(C2)C)C=2C=C(C#N)C=CC2F (3-[(4aR,6R,8aS)-2-amino-6-(1-methyl-1H-pyrazol-4-yl)-4,4a,5,6-tetrahydropyrano[3,4-d][1,3]thiazin-8a(8H)-yl]-4-fluorobenzonitrile). Conditions: temperature 50 celsius. Run in CO (methanol). Reactants: N1(CCCCCC=NCCC1)C1CCCCCCCCCC1 (1,8-Diazabicycloundec-7-ene), C(#N)C=1C=CC(=C(C1)[C@@]12N=C(SC[C@@H]1C[C@@H](OC2)C=2C=NN(C2)C)NC(C2=CC=CC=C2)=O)F (N-[(4aR,6R,8aS)-8a-(5-cyano-2-fluorophenyl)-6-(1-methyl-1H-pyrazol-4-yl)-4,4a,5,6,8,8a-hexahydropyrano[3,4-d][1,3]thiazin-2-yl]benzamide). As a reaction SMILES: N1(C2CCCCCCCCCC2)CCCN=CCCCCC1.[C:23]([C:25]1[CH:26]=[CH:27][C:28]([F:56])=[C:29]([C@:31]23[CH2:40][O:39][C@@H:38]([C:41]4[CH:42]=[N:43][N:44]([CH3:46])[CH:45]=4)[CH2:37][C@H:36]2[CH2:35][S:34][C:33]([NH:47]C(=O)C2C=CC=CC=2)=[N:32]3)[CH:30]=1)#[N:24]>CO>[NH2:47][C:33]1[S:34][CH2:35][C@@H:36]2[CH2:37][C@H:38]([C:41]3[CH:42]=[N:43][N:44]([CH3:46])[CH:45]=3)[O:39][CH2:40][C@:31]2([C:29]2[CH:30]=[C:25]([CH:26]=[CH:27][C:28]=2[F:56])[C:23]#[N:24])[N:32]=1. Starting materials: NC(=S)N (Thiourea), BrC(C=O)C=O (2-bromo-1,3-propanedial), CC(=O)C (acetone). The product is Br.NC1(SC=CN1)C=O (2-aminothiazolecarboxaldehyde hydrobromide). Reaction SMILES: [NH2:1][C:2]([NH2:4])=[S:3].[Br:5]C(C=O)[CH:7]=[O:8].[CH3:11][C:12](C)=O>>[BrH:5].[NH2:1][C:2]1([CH:7]=[O:8])[NH:4][CH:12]=[CH:11][S:3]1 |f:3.4|. Procedure: Thiourea (33 g, 0.44 mol) was added to a solution of 2-bromo-1,3-propanedial (66 g, 0.44 mol) in acetone (1 liter) and the resulting mixture was stirred vigorously under reflux for 1 hour. After cooling to room temperature, the solid product was filtered off and dried to give 2-aminothiazolecarboxaldehyde hydrobromide (85 g) as a yellow solid, m.pt. 126° C. Starting materials: N(CCO)CCO (Diethanolamine), solution, [N+](=O)([O-])[O-].[Ag+] (silver nitrate), CCOCC (ether), C(C(C)C)(=O)CC(=O)O (isobutyrylacetic acid). Run in O (water). Conditions: temperature 15 celsius. The product is C(C(C)C)(=O)CC(=O)[O-].[Ag+] (Silver Isobutyrylacetate). As a reaction SMILES: N(CCO)CCO.CCOCC.[C:13]([CH2:18][C:19]([OH:21])=[O:20])(=[O:17])[CH:14]([CH3:16])[CH3:15].[N+]([O-])([O-])=O.[Ag+:26]>O>[C:13]([CH2:18][C:19]([O-:21])=[O:20])(=[O:17])[CH:14]([CH3:16])[CH3:15].[Ag+:26] |f:3.4,6.7|. Procedure: Diethanolamine (0.33 g) was dissolved in water (5 ml) and an ether solution (10 ml) containing the isobutyrylacetic acid (0.43 g) was added thereto. Next, while stirring the obtained mixture at 15° C., an aqueous solution (5 ml) containing silver nitrate (0.51 g) was added dropwise thereto and further stirred for 15 minutes. The precipitated white precipitate was filtered out, thereby obtaining silver isobutyrylacetate (yield: 0.37 g). Reactants: COCOC=1C=C(C=C2C=CC(OC12)(C)C)CN(S(=O)(=O)C1=NC=CC=C1)C(C)C (N-[(8-Methoxymethoxy-2,2-dimethyl-2H-chromen-6-yl)methyl]-N-(propan-2-yl)pyridine-2-sulfonamide), O (water). The solvent is O1CCCC1 (tetrahydrofuran), Cl (HCl). Conditions: time 3 hour. Product: OC=1C=C(C=C2C=CC(OC12)(C)C)CN(S(=O)(=O)C1=NC=CC=C1)C(C)C (N-[(8-Hydroxy-2,2-dimethyl-2H-chromen-6-yl)methyl]-N-(propan-2-yl)pyridine-2-sulfonamide). RXN SMILES: COC[O:4][C:5]1[CH:6]=[C:7]([CH2:17][N:18]([CH:28]([CH3:30])[CH3:29])[S:19]([C:22]2[CH:27]=[CH:26][CH:25]=[CH:24][N:23]=2)(=[O:21])=[O:20])[CH:8]=[C:9]2[C:14]=1[O:13][C:12]([CH3:16])([CH3:15])[CH:11]=[CH:10]2.O>O1CCCC1.Cl>[OH:4][C:5]1[CH:6]=[C:7]([CH2:17][N:18]([CH:28]([CH3:30])[CH3:29])[S:19]([C:22]2[CH:27]=[CH:26][CH:25]=[CH:24][N:23]=2)(=[O:21])=[O:20])[CH:8]=[C:9]2[C:14]=1[O:13][C:12]([CH3:15])([CH3:16])[CH:11]=[CH:10]2. Reported procedure: N-[(8-Methoxymethoxy-2,2-dimethyl-2H-chromen-6-yl)methyl]-N-(propan-2-yl)pyridine-2-sulfonamide (31 mg, 0.07 mmol) was dissolved in a cosolvent of tetrahydrofuran (1 mL) and 6 N aqueous HCl (1 mL), and the reaction stirred for 3 h. Ten milliliters of water was added to the reaction mixture, and then tetrahydrofuran was evaporated. The remaining aqueous phase was extracted by methylene chloride (10 mL×3), washed with brine, dried with anhydrous magnesium sulfate, and concentrated in vacuo. 6h (19...